From a dataset of the Open Reaction Database (ORD), a public repository of structured organic reaction records. describe an organic reaction: reactants, conditions, products, and yield Yield: 50.2%. The reactants are O[C@H]([C@H]([C@@H](CC)C(C)C)O)[C@@H](C)[C@H]1CC[C@H]2[C@@H]3C[C@@H](C4=CC(CC[C@]4(C)[C@H]3CC[C@]12C)=O)F ((22S,23S)-22,23-dihydroxy-6α-fluorostigmast-4-en-3-one), C(#N)C1=C(C(=O)C(=C(C1=O)Cl)Cl)C#N (DDQ). As a reaction SMILES: [OH:1][C@@H:2]([C@H:11]([C@@H:13]1[C@:30]2([CH3:31])[C@H:16]([C@H:17]3[C@H:27]([CH2:28][CH2:29]2)[C@:25]2([CH3:26])[C:20](=[CH:21][C:22](=[O:32])[CH2:23][CH2:24]2)[C@@H:19]([F:33])[CH2:18]3)[CH2:15][CH2:14]1)[CH3:12])[C@@H:3]([OH:10])[C@H:4]([CH:7]([CH3:9])[CH3:8])[CH2:5][CH3:6].C(C1C(=O)C(Cl)=C(Cl)C(=O)C=1C#N)#N>>[OH:1][C@@H:2]([C@H:11]([C@@H:13]1[C@:30]2([CH3:31])[C@H:16]([C@H:17]3[C@H:27]([CH2:28][CH2:29]2)[C@:25]2([CH3:26])[C:20](=[CH:21][C:22](=[O:32])[CH:23]=[CH:24]2)[C@@H:19]([F:33])[CH2:18]3)[CH2:15][CH2:14]1)[CH3:12])[C@@H:3]([OH:10])[C@H:4]([CH:7]([CH3:9])[CH3:8])[CH2:5][CH3:6]. The product is O[C@H]([C@H]([C@@H](CC)C(C)C)O)[C@@H](C)[C@H]1CC[C@H]2[C@@H]3C[C@@H](C4=CC(C=C[C@]4(C)[C@H]3CC[C@]12C)=O)F ((22S,23S)-22,23-dihydroxy-6α-fluorostigmasta-1,4-dien-3-one). Procedure details: 70 mg of (22S,23S)-22,23-dihydroxy-6α-fluorostigmast-4-en-3-one are treated with DDQ following the procedure described in the Example 6. After purification by silica column chromatography (eluting solvent: hexane/ethyl acetate 8:2) of the obtained crude product, 35 mg of (22S,23S)-22,23-dihydroxy-6α-fluorostigmasta-1,4-dien-3-one are obtained. Reactants: CCO, CCOC(C)=O, CC(=O)O, Cc1cc(C(=O)Nc2nccs2)ccc1[N+](=O)[O-]. Yields the product Cc1cc(C(=O)Nc2nccs2)ccc1N. Reaction SMILES: [CH3:19][CH2:20][OH:21].[CH3:22][CH2:23][O:24][C:25](=[O:26])[CH3:27].[CH3:28][C:29](=[O:30])[OH:31].[N+:1]([O-:2])(=[O:3])[c:4]1[c:5]([CH3:18])[cH:6][c:7]([C:8](=[O:9])[NH:10][c:11]2[s:12][cH:13][cH:14][n:15]2)[cH:16][cH:17]1>>[NH2:1][c:4]1[c:5]([CH3:18])[cH:6][c:7]([C:8](=[O:9])[NH:10][c:11]2[s:12][cH:13][cH:14][n:15]2)[cH:16][cH:17]1. The reactants are Sc1cccc(Br)c1, O=C1CCCO1, CCO, [Na]. The product is O=C(O)CCCSc1cccc(Br)c1. RXN SMILES: [Br:2][c:3]1[cH:4][c:5]([SH:9])[cH:6][cH:7][cH:8]1.[C:10]1(=[O:15])[CH2:11][CH2:12][CH2:13][O:14]1.[CH3:16][CH2:17][OH:18].[Na:1]>>[Br:2][c:3]1[cH:4][c:5]([S:9][CH2:13][CH2:12][CH2:11][C:10](=[O:14])[OH:15])[cH:6][cH:7][cH:8]1. Starting materials: Cl (HCl), [N+](=O)([O-])C1=C(C(=C(C(=O)[O-])C=C1)CC)OC(C)C (4-nitro-3-isopropoxy-ethylbenzoate), [OH-].[K+] (potassium hydroxide). Run in C(C)O (ethanol), C(C)O (ethanol), O (water). Yields the product [N+](=O)([O-])C1=C(C=C(C(=O)O)C=C1)OC(C)C (4-nitro-3-isopropoxybenzoic acid). Yield: 88.3%. Reaction SMILES: [N+:1]([C:4]1[CH:12]=[CH:11][C:7]([C:8]([O-:10])=[O:9])=[C:6](CC)[C:5]=1[O:15][CH:16]([CH3:18])[CH3:17])([O-:3])=[O:2].[OH-].[K+].Cl>C(O)C.O>[N+:1]([C:4]1[CH:12]=[CH:11][C:7]([C:8]([OH:10])=[O:9])=[CH:6][C:5]=1[O:15][CH:16]([CH3:18])[CH3:17])([O-:3])=[O:2] |f:1.2|. Procedure: To a solution of 4-nitro-3-isopropoxy-ethylbenzoate (11.85 g, 0.047 mol) in ethanol (200 mL) was added a solution of potassium hydroxide (2.6 g, 0.047 mol) in water (5 mL). The reaction mixture was heated to reflux for 2 hours. The ethanol volume was reduced to 100 mL and the mixture then poured into 1 N HCl (100 mL). The crystals that precipitated, were filtered off and dried in a vacuum oven to yield 9.35 g (88%) of 4-nitro-3-isopropoxybenzoic acid. MS ES− 225, ES+ 223. The reactants are [N+](=O)([O-])C1=C(C=CC(=C1)OCC1=NC2=CC=CC=C2C=C1)NCC1=CC=C(C#N)C=C1 (4-(((2-nitro-4-(quinolin-2-ylmethoxy)phenyl)amino)methyl)benzonitrile), O.O.Cl[Sn]Cl (SnCl2.2H2O), C(=O)([O-])[O-].[Na+].[Na+] (Na2CO3). The solvent is CCOC(=O)C (EtOAc). Conditions: temperature 70 celsius, time 12 hour. Yields the product NC1=C(C=CC(=C1)OCC1=NC2=CC=CC=C2C=C1)NCC1=CC=C(C#N)C=C1 (4-(((2-Amino-4-(quinolin-2-ylmethoxy)phenyl)amino)methyl)benzonitrile). The yield is 27.1%. As a reaction SMILES: [N+:1]([C:4]1[CH:9]=[C:8]([O:10][CH2:11][C:12]2[CH:21]=[CH:20][C:19]3[C:14](=[CH:15][CH:16]=[CH:17][CH:18]=3)[N:13]=2)[CH:7]=[CH:6][C:5]=1[NH:22][CH2:23][C:24]1[CH:31]=[CH:30][C:27]([C:28]#[N:29])=[CH:26][CH:25]=1)([O-])=O.O.O.Cl[Sn]Cl.C([O-])([O-])=O.[Na+].[Na+]>CCOC(C)=O>[NH2:1][C:4]1[CH:9]=[C:8]([O:10][CH2:11][C:12]2[CH:21]=[CH:20][C:19]3[C:14](=[CH:15][CH:16]=[CH:17][CH:18]=3)[N:13]=2)[CH:7]=[CH:6][C:5]=1[NH:22][CH2:23][C:24]1[CH:25]=[CH:26][C:27]([C:28]#[N:29])=[CH:30][CH:31]=1 |f:1.2.3,4.5.6|. Procedure details: To a solution of 4-(((2-nitro-4-(quinolin-2-ylmethoxy)phenyl)amino)methyl)benzonitrile (2.8 g, 6.7 mmol) in EtOAc (100 mL) was added SnCl2.2H2O (9.4 g, 42 mmol) and the mixture heated to 70° C. for 3 h. The mixture was then cooled to RT and basified to pH=8 by addition of 2 M Na2CO3 and stirred at RT. After 12 hours, the mixture was extracted with EtOAc and concentrated to dryness. The residue was then purified by FCC to afford 0.69 g of the title compound. MS (ESI): mass calcd. for C24H20N4O, 3... Reactants: ClP(Cl)(Cl)(Cl)Cl, O=[N+]([O-])c1ccc(NCCS(=O)(=O)[O-])cc1, [Na+], Cc1ccccc1C. Product: O=[N+]([O-])c1ccc(NCCS(=O)(=O)Cl)cc1. Reaction SMILES: [Cl:18][P:19]([Cl:20])([Cl:21])([Cl:22])[Cl:23].[N+:1](=[O:2])([O-:3])[c:4]1[cH:5][cH:6][c:7]([NH:10][CH2:11][CH2:12][S:13](=[O:14])(=[O:15])[O-:16])[cH:8][cH:9]1.[Na+:17].[c:24]1([CH3:25])[c:26]([CH3:27])[cH:28][cH:29][cH:30][cH:31]1>>[N+:1](=[O:2])([O-:3])[c:4]1[cH:5][cH:6][c:7]([NH:10][CH2:11][CH2:12][S:13](=[O:14])(=[O:16])[Cl:18])[cH:8][cH:9]1. Starting materials: CCCCCCN, C1CCOC1, CO, O=C1CCN(S(=O)(=O)c2ccc(CNC(=O)c3ccc(Cl)cc3)cc2)CC1. Yields the product CCCCCCNC1CCN(S(=O)(=O)c2ccc(CNC(=O)c3ccc(Cl)cc3)cc2)CC1. RXN SMILES: [CH2:28]([CH2:29][CH2:30][CH2:31][CH2:32][CH3:33])[NH2:34].[CH2:35]1[O:36][CH2:37][CH2:38][CH2:39]1.[CH3:40][OH:41].[Cl:1][c:2]1[cH:3][cH:4][c:5]([C:6](=[O:7])[NH:8][CH2:9][c:10]2[cH:11][cH:12][c:13]([S:16](=[O:17])(=[O:18])[N:19]3[CH2:20][CH2:21][C:22](=[O:25])[CH2:23][CH2:24]3)[cH:14][cH:15]2)[cH:26][cH:27]1>>[Cl:1][c:2]1[cH:3][cH:4][c:5]([C:6](=[O:7])[NH:8][CH2:9][c:10]2[cH:11][cH:12][c:13]([S:16](=[O:17])(=[O:18])[N:19]3[CH2:20][CH2:21][CH:22]([NH:34][CH2:28][CH2:29][CH2:30][CH2:31][CH2:32][CH3:33])[CH2:23][CH2:24]3)[cH:14][cH:15]2)[cH:26][cH:27]1. Reaction conditions: time 5 hour. Run in C1CCOC1 (THF). The product is CC=1[N+]=2C(SC1C=1[C@@H]([C@H]3N(C1C(=O)[O-])C([C@@H]3[C@@H](C)O)=O)C)=CN(C2)C ((1S,5R,6S)-2-(3,6-dimethylimidazo[5,1-b]thiazolium-2-yl)-6-((1R)-1-hydroxyethyl)-1-methyl-1-carbapen-2-em-3-carboxylate). Isolated yield 33.0%. Reactants: [I-].CC=1[N+]=2C(SC1C=1[C@@H]([C@H]3N(C1C(=O)OCC1=CC=C(C=C1)[N+](=O)[O-])C([C@@H]3[C@@H](C)O)=O)C)=CN(C2)C (4-nitrobenzyl (1S,5R,6S)-2-(3,6-dimethylimidazo[5,1-b]thiazolium-2-yl)-6-((1R)-1-hydroxyethyl)-1-methyl-1-carbapen-2-em-3-carboxylate iodide), ( 1/15 ), P(=O)([O-])([O-])[O-] (phosphate). Reaction SMILES: [I-].[CH3:2][C:3]1[N+:4]2[C:5](=[CH:33][N:34]([CH3:36])[CH:35]=2)[S:6][C:7]=1[C:8]1[C@H:9]([CH3:32])[C@@H:10]2[C@@H:27]([C@H:28]([OH:30])[CH3:29])[C:26](=[O:31])[N:11]2[C:12]=1[C:13]([O:15]CC1C=CC([N+]([O-])=O)=CC=1)=[O:14].P([O-])([O-])([O-])=O>C1COCC1.[Pd]>[CH3:2][C:3]1[N+:4]2[C:5](=[CH:33][N:34]([CH3:36])[CH:35]=2)[S:6][C:7]=1[C:8]1[C@H:9]([CH3:32])[C@@H:10]2[C@@H:27]([C@H:28]([OH:30])[CH3:29])[C:26](=[O:31])[N:11]2[C:12]=1[C:13]([O-:15])=[O:14] |f:0.1|. Reagents/catalysts: [Pd] (Pd-C). Reported procedure: To a solution of 89.1 mg of 4-nitrobenzyl (1S,5R,6S)-2-(3,6-dimethylimidazo[5,1-b]thiazolium-2-yl)-6-((1R)-1-hydroxyethyl)-1-methyl-1-carbapen-2-em-3-carboxylate iodide in 2 ml of THF and 2 ml of {fraction (1/15)} M phosphate buffer (pH 6.8) was added 102.7 mg of 10% Pd-C. The reactor was purged with hydrogen, the reaction mixture was stirred at room temperature for 5 hours. The catalyst was collected by filtration, and washed with water. The filtrate was diluted with 20 ml of ethyl acetate 20 m...